The task is: describe an organic reaction: reactants, conditions, products, and yield. This data is from the Open Reaction Database (ORD), a public repository of structured organic reaction records. The reactants are BrCc1ccccc1, O=C1OC(CCO)C(O)=C1OCc1ccccc1, C1CCOC1, CCN(C(C)C)C(C)C, Cl. The product is O=C1OC(CCO)C(OCc2ccccc2)=C1OCc1ccccc1. RXN SMILES: [Br:28][CH2:29][c:30]1[cH:31][cH:32][cH:33][cH:34][cH:35]1.[CH2:1]([c:2]1[cH:3][cH:4][cH:5][cH:6][cH:7]1)[O:8][C:9]1=[C:13]([OH:14])[CH:12]([CH2:15][CH2:16][OH:17])[O:11][C:10]1=[O:18].[CH2:37]1[O:38][CH2:39][CH2:40][CH2:41]1.[CH:19]([N:20]([CH:21]([CH3:22])[CH3:23])[CH2:24][CH3:25])([CH3:26])[CH3:27].[ClH:36]>>[CH2:1]([c:2]1[cH:3][cH:4][cH:5][cH:6][cH:7]1)[O:8][C:9]1=[C:13]([O:14][CH2:29][c:30]2[cH:31][cH:32][cH:33][cH:34][cH:35]2)[CH:12]([CH2:15][CH2:16][OH:17])[O:11][C:10]1=[O:18]. Starting materials: C(C1=CC=CC=C1)Br (benzyl bromide), ClC1=C(C=CC(=C1)Cl)C(C(=O)C1=CC(NC=C1)=O)C (4-[2-(2,4-Dichloro-phenyl)-propionyl]-1H-pyridin-2-one), ice water. The reagents and catalysts are C([O-])([O-])=O.[Ag+2] (silver carbonate). Run in C1=CC=CC=C1 (benzene). Run at temperature 50 celsius. Product: C(C1=CC=CC=C1)OC1=NC=CC(=C1)C(C(C)C1=C(C=C(C=C1)Cl)Cl)=O (1-(2-benzyloxy-pyridin-4-yl)-2-(2,4-dichloro-phenyl)-propan-1-one). Isolated yield 59.8%. Reaction SMILES: [Cl:1][C:2]1[CH:7]=[C:6]([Cl:8])[CH:5]=[CH:4][C:3]=1[CH:9]([CH3:19])[C:10]([C:12]1[CH:17]=[CH:16][NH:15][C:14](=[O:18])[CH:13]=1)=[O:11].[CH2:20](Br)[C:21]1[CH:26]=[CH:25][CH:24]=[CH:23][CH:22]=1>C1C=CC=CC=1.C(=O)([O-])[O-].[Ag+2]>[CH2:20]([O:18][C:14]1[CH:13]=[C:12]([C:10](=[O:11])[CH:9]([C:3]2[CH:4]=[CH:5][C:6]([Cl:8])=[CH:7][C:2]=2[Cl:1])[CH3:19])[CH:17]=[CH:16][N:15]=1)[C:21]1[CH:26]=[CH:25][CH:24]=[CH:23][CH:22]=1 |f:3.4|. Procedure details: This material was re-benzylated as follows: 4-[2-(2,4-Dichloro-phenyl)-propionyl]-1H-pyridin-2-one (100 mg) was dissolved in absolute benzene (6 mL) and silver carbonate (65 mg) and benzyl bromide (70 mg, 0.05 mL) were added. The mixture was stirred at 50° C. over night and was then poured into ice water. The aqueous phase was extracted with ethyl acetate and the organic layer was washed with brine, dried over Na2SO4 and evaporated. The residue was purified by flash chromatography (20 g silica g... The reactants are CCOCC (ether), C(C)(C)(C)OC(=O)N1CCNCC1 (N-t-butoxycarbonylpiperazine), ClCC#N (chloroacetonitrile), CCN(C(C)C)C(C)C (DIEA). Solvent: ClCCl (dichloromethane). Run at time 8 hour. Product: C(#N)CN1CCN(CC1)C(=O)OCCCC (1-cyanomethyl-4-butoxycarbonylpiperazine). As a reaction SMILES: [C:1]([O:5][C:6]([N:8]1[CH2:13][CH2:12][NH:11][CH2:10][CH2:9]1)=[O:7])([CH3:4])(C)C.Cl[CH2:15][C:16]#[N:17].[CH3:18][CH2:19]N(C(C)C)C(C)C.CCOCC>ClCCl>[C:16]([CH2:15][N:11]1[CH2:10][CH2:9][N:8]([C:6]([O:5][CH2:1][CH2:4][CH2:18][CH3:19])=[O:7])[CH2:13][CH2:12]1)#[N:17]. Procedure: A solution of N-t-butoxycarbonylpiperazine (10 g, 53.8 mmol), chloroacetonitrile (4 mL, 1.05 equiv.) and DIEA (10 mL, 1.1 equiv.) in dichloromethane (300 mL) was refluxed overnight. The reaction mixture was evaporated to give a thick oil, which was tritiated with ether (30 mL) and the organic layer was separated and stored in freezer overnight and filtered. The ether solution was evaporated to give the product as a white solid (12.7 g). Starting materials: C12(CC3CC(CC(C1)C3)C2)CCC2=C(N=C(N2)C2CCCCC2)C(=O)O (5-(2-adamantan-1-yl-ethyl)-2-cyclohexyl-1H-imidazole-4-carboxylic acid), C(C(=O)Cl)(=O)Cl (Oxalyl chloride), ice, C1=CC(=CC(=C1)S(=O)(=O)O)N (metanilic acid), C(C)(C)N(C(C)C)CC (N,N-diisopropylethylamine). The reagents and catalysts are CN(C)C=O (DMF), CN(C1=CC=NC=C1)C (4-dimethylaminopyridine). Run in C(Cl)Cl (DCM), CO (methanol), C(C)(=O)OCC (ethyl acetate), O (Water). Conditions: time 1 hour. Yields the product C12(CC3CC(CC(C1)C3)C2)CCC2=C(N=C(N2)C2CCCCC2)C(=O)NC=2C=C(C=CC2)S(=O)(=O)O (3-{[5-(2-Adamantan-1-yl-ethyl)-2-cyclohexyl-1H-imidazole-4-carbonyl]-amino}-benzenesulfonic Acid). Yield: 41.0%. Reaction SMILES: C(Cl)(=O)C(Cl)=O.[C:7]12([CH2:17][CH2:18][C:19]3[NH:23][C:22]([CH:24]4[CH2:29][CH2:28][CH2:27][CH2:26][CH2:25]4)=[N:21][C:20]=3[C:30](O)=[O:31])[CH2:16][CH:11]3[CH2:12][CH:13]([CH2:15][CH:9]([CH2:10]3)[CH2:8]1)[CH2:14]2.[CH:33]1[CH:38]=[C:37]([S:39]([OH:42])(=[O:41])=[O:40])[CH:36]=[C:35]([NH2:43])[CH:34]=1.C(N(CC)C(C)C)(C)C>C(Cl)Cl.CN(C=O)C.CN(C)C1C=CN=CC=1.CO.C(OCC)(=O)C.O>[C:7]12([CH2:17][CH2:18][C:19]3[NH:23][C:22]([CH:24]4[CH2:29][CH2:28][CH2:27][CH2:26][CH2:25]4)=[N:21][C:20]=3[C:30]([NH:43][C:35]3[CH:36]=[C:37]([S:39]([OH:42])(=[O:40])=[O:41])[CH:38]=[CH:33][CH:34]=3)=[O:31])[CH2:16][CH:11]3[CH2:12][CH:13]([CH2:15][CH:9]([CH2:10]3)[CH2:8]1)[CH2:14]2. Procedure details: Oxalyl chloride (147 μl, 1.69 mmol) was added to an ice cooled suspension of 5-(2-adamantan-1-yl-ethyl)-2-cyclohexyl-1H-imidazole-4-carboxylic acid (Example 252) (500 mg, 1.40 mmol) in DCM (8 ml), followed by two drops of DMF. The mixture was stirred at room temperature for 1 h, then the solvent was evaporated. The residue was susupended in THF (8 ml), and tretaed sequentially with metanilic acid (346 mg, 2.00 mmol), N,N-diisopropylethylamine (348 μl, 2.00 mmol) and 4-dimethylaminopyridine (DMAP... Starting materials: ClCCl, O=C=Nc1cccc(F)c1, COc1ccc(N(C(=O)CN2C(=O)C(N)C(C)(C)Sc3ccccc32)C(C)C)cc1. Product: COc1ccc(N(C(=O)CN2C(=O)C(NC(=O)Nc3cccc(F)c3)C(C)(C)Sc3ccccc32)C(C)C)cc1. RXN SMILES: [Cl:41][CH2:42][Cl:43].[F:31][c:32]1[cH:33][c:34]([N:38]=[C:39]=[O:40])[cH:35][cH:36][cH:37]1.[NH2:1][CH:2]1[C:3](=[O:30])[N:4]([CH2:15][C:16](=[O:17])[N:18]([c:19]2[cH:20][cH:21][c:22]([O:25][CH3:26])[cH:23][cH:24]2)[CH:27]([CH3:28])[CH3:29])[c:5]2[c:6]([cH:11][cH:12][cH:13][cH:14]2)[S:7][C:8]1([CH3:9])[CH3:10]>>[NH:1]([CH:2]1[C:3](=[O:30])[N:4]([CH2:15][C:16](=[O:17])[N:18]([c:19]2[cH:20][cH:21][c:22]([O:25][CH3:26])[cH:23][cH:24]2)[CH:27]([CH3:28])[CH3:29])[c:5]2[c:6]([cH:11][cH:12][cH:13][cH:14]2)[S:7][C:8]1([CH3:9])[CH3:10])[C:39]([NH:38][c:34]1[cH:33][c:32]([F:31])[cH:37][cH:36][cH:35]1)=[O:40]. The reactants are CCOC(=O)CN(CCC1CCCC1)C(=O)N1CCCC1C(=O)Nc1cccc(O)c1, NO, C1COCCO1. Yields the product O=C(CN(CCC1CCCC1)C(=O)N1CCCC1C(=O)Nc1cccc(O)c1)NO. RXN SMILES: [CH:1]1([CH2:6][CH2:7][N:8]([C:9](=[O:10])[N:11]2[CH:12]([C:16](=[O:17])[NH:18][c:19]3[cH:20][c:21]([OH:25])[cH:22][cH:23][cH:24]3)[CH2:13][CH2:14][CH2:15]2)[CH2:26][C:27]([O:29][CH2:28][CH3:30])=[O:31])[CH2:2][CH2:3][CH2:4][CH2:5]1.[NH2:32][OH:33].[O:34]1[CH2:35][CH2:36][O:37][CH2:38][CH2:39]1>>[CH:1]1([CH2:6][CH2:7][N:8]([C:9](=[O:10])[N:11]2[CH:12]([C:16](=[O:17])[NH:18][c:19]3[cH:20][c:21]([OH:25])[cH:22][cH:23][cH:24]3)[CH2:13][CH2:14][CH2:15]2)[CH2:26][C:27](=[O:29])[NH:32][OH:33])[CH2:2][CH2:3][CH2:4][CH2:5]1.